Task: describe an organic reaction: reactants, conditions, products, and yield. Dataset: the Open Reaction Database (ORD), a public repository of structured organic reaction records The reactants are ClC1=CC=NC2=CC=CC=C12 (4-chloroquinoline), [H][H] (hydrogen), N1=CN=CC2=CC=CC=C12 (quinazoline), N1=CN=CC2=CC=CC=C12 (quinazoline), [N+](=O)([O-])C1=C(OC2=CC=NC3=CC=CC=C23)C=CC=C1 (4-(nitrophenoxy)quinoline). Reagents/catalysts: [C].[Pd] (palladium-carbon), [OH-].[Pd+2].[OH-].[C] (palladium hydroxide carbon). The solvent is CN(C=O)C (N,N-dimethylformamide). Yields the product NC1=C(OC2=CC=NC3=CC=CC=C23)C=CC=C1 (4-(aminophenoxy)quinoline). Reaction SMILES: ClC1C2C(=CC=CC=2)N=CC=1.N1C2C(=CC=CC=2)C=NC=1.[N+:22]([C:25]1[CH:41]=[CH:40][CH:39]=[CH:38][C:26]=1[O:27][C:28]1[C:37]2[C:32](=[CH:33][CH:34]=[CH:35][CH:36]=2)[N:31]=[CH:30][CH:29]=1)([O-])=O.[H][H]>[OH-].[Pd+2].[OH-].[C].[C].[Pd].CN(C)C=O>[NH2:22][C:25]1[CH:41]=[CH:40][CH:39]=[CH:38][C:26]=1[O:27][C:28]1[C:37]2[C:32](=[CH:33][CH:34]=[CH:35][CH:36]=2)[N:31]=[CH:30][CH:29]=1 |f:4.5.6.7,8.9|. Procedure: Next, 4-chloroquinoline derivative or a corresponding quinazoline derivative is allowed to act on nitrophenol in the presence of a suitable solvent or in the absence of a solvent to synthesize a 4-(nitrophenoxy)quinoline derivative or a corresponding quinazoline derivative which is then stirred in a suitable solvent, for example, N,N-dimethylformamide, in the presence of a catalyst, for example, palladium hydroxide-carbon or palladium-carbon, in a hydrogen atmosphere to give a 4-(aminophenoxy)qu... The reactants are C(C1=CC=CC=C1)NC1=C(C=C(C=C1)C=1C(CC(NN1)=O)C)O (6-(4-benzylamino-3-hydroxy-phenyl)-5-methyl-4,5-dihydro-2H-pyridazin-3-one), [H][H] (hydrogen). The reagents and catalysts are [Pd] (palladium/charcoal). Run in CO (methanol). Product: NC1=C(C=C(C=C1)C=1C(CC(NN1)=O)C)O (6-(4-amino-3-hydroxy-phenyl)-5-methyl-4,5-dihydro-2H-pyridazin-3-one). Reaction SMILES: C([NH:8][C:9]1[CH:14]=[CH:13][C:12]([C:15]2[CH:16]([CH3:22])[CH2:17][C:18](=[O:21])[NH:19][N:20]=2)=[CH:11][C:10]=1[OH:23])C1C=CC=CC=1.[H][H]>[Pd].CO>[NH2:8][C:9]1[CH:14]=[CH:13][C:12]([C:15]2[CH:16]([CH3:22])[CH2:17][C:18](=[O:21])[NH:19][N:20]=2)=[CH:11][C:10]=1[OH:23]. Reported procedure: 43.0 g (139 mmol) 6-(4-benzylamino-3-hydroxy-phenyl)-5-methyl-4,5-dihydro-2H-pyridazin-3-one, 2.2 g of 10% palladium/charcoal and 400 ml of methanol are hydrogenated together for 24 h at RT and 3.45 bar of hydrogen pressure. The catalyst is filtered off and the filtrate is concentrated by rotary evaporation i. V., the residue is triturated with ethyl acetate, suction filtered and then dried at 50° C. in the vacuum dryer. Reaction SMILES: [Br:1][c:2]1[cH:3][c:4]([F:14])[c:5]([CH:8]([C:9](=[O:10])[NH:11][CH3:12])[OH:13])[cH:6][cH:7]1.[C:31](=[O:32])([O-:33])[O-:34].[CH2:44]1[O:45][CH2:46][CH2:47][O:48][CH2:49]1.[CH3:15][C:16]1([CH3:17])[C:18]([CH3:19])([CH3:20])[O:21][B:22]([c:23]2[cH:24][n:25][c:26]([NH2:29])[n:27][cH:28]2)[O:30]1.[CH3:37][c:38]1[cH:39][cH:40][cH:41][cH:42][cH:43]1.[K+:35].[K+:36].[cH:50]1[cH:51][cH:52][c:53]([P:54]([Pd:55]([P:56]([c:57]2[cH:58][cH:59][cH:60][cH:61][cH:62]2)([c:63]2[cH:64][cH:65][cH:66][cH:67][cH:68]2)[c:69]2[cH:70][cH:71][cH:72][cH:73][cH:74]2)([P:75]([c:76]2[cH:77][cH:78][cH:79][cH:80][cH:81]2)([c:82]2[cH:83][cH:84][cH:85][cH:86][cH:87]2)[c:88]2[cH:89][cH:90][cH:91][cH:92][cH:93]2)[P:94]([c:95]2[cH:96][cH:97][cH:98][cH:99][cH:100]2)([c:101]2[cH:102][cH:103][cH:104][cH:105][cH:106]2)[c:107]2[cH:108][cH:109][cH:110][cH:111][cH:112]2)([c:113]2[cH:114][cH:115][cH:116][cH:117][cH:118]2)[c:119]2[cH:120][cH:121][cH:122][cH:123][cH:124]2)[cH:125][cH:126]1>>[c:2]1(-[c:23]2[cH:24][n:25][c:26]([NH2:29])[n:27][cH:28]2)[cH:3][c:4]([F:14])[c:5]([CH:8]([C:9](=[O:10])[NH:11][CH3:12])[OH:13])[cH:6][cH:7]1. Starting materials: CNC(=O)C(O)c1ccc(Br)cc1F, O=C([O-])[O-], C1COCCO1, CC1(C)OB(c2cnc(N)nc2)OC1(C)C, Cc1ccccc1, [K+], [K+], c1ccc(P(c2ccccc2)(c2ccccc2)[Pd](P(c2ccccc2)(c2ccccc2)c2ccccc2)(P(c2ccccc2)(c2ccccc2)c2ccccc2)P(c2ccccc2)(c2ccccc2)c2ccccc2)cc1. The product is CNC(=O)C(O)c1ccc(-c2cnc(N)nc2)cc1F. The reactants are O1CC=CC2=CC=C(C=C12)C(=O)OC (methyl 2H-chromene-7-carboxylate), [H][H] (hydrogen). The reagents and catalysts are [Pd] (Pd/C). Run in CO (methanol). Product: O1CCCC2=CC=C(C=C12)C(=O)OC (methyl chromane-7-carboxylate). The yield is 37.2%. As a reaction SMILES: [O:1]1[C:10]2[C:5](=[CH:6][CH:7]=[C:8]([C:11]([O:13][CH3:14])=[O:12])[CH:9]=2)[CH:4]=[CH:3][CH2:2]1.[H][H]>CO.[Pd]>[O:1]1[C:10]2[C:5](=[CH:6][CH:7]=[C:8]([C:11]([O:13][CH3:14])=[O:12])[CH:9]=2)[CH2:4][CH2:3][CH2:2]1. Procedure: A mixture of methyl 2H-chromene-7-carboxylate (372 mg, 1.96 mmol) and 10% Pd/C (25 mg) in methanol (15 mL) is stirred under 1 atm of hydrogen at rt for 3 h. The mixture is filtered through Celite and the filtrate is concentrated to a yellow residue. The crude product is purified by flash chromatography on SiO2. Elution with hexanes-EtOAc (95:5) gives 140 mg (37%) of methyl chromane-7-carboxylate as a clear oil: 1H NMR (400 MHz, CDCl3) δ 7.51, 7.47, 7.10, 4.23, 3.91, 2.85, 2.04. Starting materials: CC1(CC=2N3CCN(C(C3=CC2C1)=O)C1=NC=CC(=C1C=O)C1=CN(C(C(=C1)NC1=NC=C(C=C1)N1[C@@H](CN(CC1)C1COC1)C)=O)C)C (2-{4,4-Dimethyl-9-oxo-1,10-diazatricyclo[6.4.0.02,6]dodeca-2(6),7-dien-10-yl}-4-[1-methyl-5-({5-[(2R)-2-methyl-4-(oxetan-3-yl)piperazin-1-yl]pyridin-2-yl}amino)-6-oxo-1,6-dihydropyridin-3-yl]pyridine-3-carbaldehyde), [BH4-].[Na+] (NaBH4). Run in CO (methanol). Run at temperature 25 celsius, time 1 hour. Yields the product OCC=1C(=NC=CC1C1=CN(C(C(=C1)NC1=NC=C(C=C1)N1[C@@H](CN(CC1)C1COC1)C)=O)C)N1C(C=2N(CC1)C1=C(C2)CC(C1)(C)C)=O (2-{3′-Hydroxymethyl-1-methyl-5-[5-((R)-2-methyl-4-oxetan-3-yl-piperazin-1-yl)-pyridin-2-ylamino]-6-oxo-1,6-dihydro-[3,4′]bipyridinyl-2′-yl}-7,7-dimethyl-3,4,7,8-tetrahydro-2H,6H-cyclopenta[4,5]pyrrolo[1,2-a]pyrazin-1-one). Yield: 27.6%. As a reaction SMILES: [CH3:1][C:2]1([CH3:49])[CH2:13][C:12]2[CH:11]=[C:10]3[N:5]([CH2:6][CH2:7][N:8]([C:15]4[C:20]([CH:21]=[O:22])=[C:19]([C:23]5[CH:28]=[C:27]([NH:29][C:30]6[CH:35]=[CH:34][C:33]([N:36]7[CH2:41][CH2:40][N:39]([CH:42]8[CH2:45][O:44][CH2:43]8)[CH2:38][C@H:37]7[CH3:46])=[CH:32][N:31]=6)[C:26](=[O:47])[N:25]([CH3:48])[CH:24]=5)[CH:18]=[CH:17][N:16]=4)[C:9]3=[O:14])[C:4]=2[CH2:3]1.[BH4-].[Na+]>CO>[OH:22][CH2:21][C:20]1[C:15]([N:8]2[CH2:7][CH2:6][N:5]3[C:4]4[CH2:3][C:2]([CH3:49])([CH3:1])[CH2:13][C:12]=4[CH:11]=[C:10]3[C:9]2=[O:14])=[N:16][CH:17]=[CH:18][C:19]=1[C:23]1[CH:28]=[C:27]([NH:29][C:30]2[CH:35]=[CH:34][C:33]([N:36]3[CH2:41][CH2:40][N:39]([CH:42]4[CH2:45][O:44][CH2:43]4)[CH2:38][C@H:37]3[CH3:46])=[CH:32][N:31]=2)[C:26](=[O:47])[N:25]([CH3:48])[CH:24]=1 |f:1.2|. Procedure: A mixture of 153a (82 mg, 0.12 mmol), NaBH4 (22 mg, 0.60), and methanol (10 mL) was stirred at 25° C. for 1 h. It was then quenched with water (5 mL) and concentrated under reduced pressure. The residue was extracted with dichloromethane (2×10 mL). The combined dichloromethane extract was concentrated under reduced pressure and the residue was purified with reverse-phase prep-HPLC to afford 153 (22 mg, 28%). MS-ESI: [M+H]+ 665. 1H NMR (500 MHz, CDCl3) δ 8.65 (d, J=2.0 Hz, 1H), 8.48 (d, J=5.0 Hz,... The reactants are C1(CCCCC1)P(C1=C(C=CC=C1)C1=C(C=CC=C1OC)OC)C1CCCCC1 (dicyclohexyl-[2-(2,6-dimethoxyphenyl)phenyl]phosphane), CC1(OB(OC1(C)C)C=C)C (4,4,5,5-tetramethyl-2-vinyl-1,3,2-dioxaborolane), P(=O)([O-])([O-])[O-].[K+].[K+].[K+] (potassium phosphate), BrC=1N=C(N(C1)CCN1CCCC1)C1CCN(CC1)C(=O)OC(C)(C)C (tert-butyl 4-(4-bromo-1-(2-(pyrrolidin-1-yl)ethyl)-1H-imidazol-2-yl)piperidine-1-carboxylate), N-hydrate. Reagents/catalysts: C=1C=CC(=CC1)/C=C/C(=O)/C=C/C2=CC=CC=C2.C=1C=CC(=CC1)/C=C/C(=O)/C=C/C2=CC=CC=C2.[Pd] (bis(dibenzylideneacetone)palladium(0)). Solvent: O1CCOCC1 (1,4-dioxane), O (water). The product is N1(CCCC1)CCN1C(=NC(=C1)C=C)C1CCN(CC1)C(=O)OC(C)(C)C (tert-Butyl 4-(1-(2-(pyrrolidin-1-yl)ethyl)-4-vinyl-1H-imidazol-2-yl)piperidine-1-carboxylate). The yield is 426.3%. RXN SMILES: Br[C:2]1[N:3]=[C:4]([CH:14]2[CH2:19][CH2:18][N:17]([C:20]([O:22][C:23]([CH3:26])([CH3:25])[CH3:24])=[O:21])[CH2:16][CH2:15]2)[N:5]([CH2:7][CH2:8][N:9]2[CH2:13][CH2:12][CH2:11][CH2:10]2)[CH:6]=1.P([O-])([O-])([O-])=O.[K+].[K+].[K+].[CH:35]1(P(C2CCCCC2)C2C=CC=CC=2C2C(OC)=CC=CC=2OC)CCCC[CH2:36]1.CC1(C)C(C)(C)OB(C=C)O1>O1CCOCC1.O.C1C=CC(/C=C/C(/C=C/C2C=CC=CC=2)=O)=CC=1.C1C=CC(/C=C/C(/C=C/C2C=CC=CC=2)=O)=CC=1.[Pd]>[N:9]1([CH2:8][CH2:7][N:5]2[CH:6]=[C:2]([CH:35]=[CH2:36])[N:3]=[C:4]2[CH:14]2[CH2:19][CH2:18][N:17]([C:20]([O:22][C:23]([CH3:26])([CH3:25])[CH3:24])=[O:21])[CH2:16][CH2:15]2)[CH2:13][CH2:12][CH2:11][CH2:10]1 |f:1.2.3.4,9.10.11|. Procedure: Add tert-butyl 4-(4-bromo-1-(2-(pyrrolidin-1-yl)ethyl)-1H-imidazol-2-yl)piperidine-1-carboxylate (0.26 g, 0.60 mmol) in 1,4-dioxane (4 mL) and water (1 mL). Add potassium phosphate, tribasic, N-hydrate (0.26 g, 2.0 eq) and dicyclohexyl-[2-(2,6-dimethoxyphenyl)phenyl]phosphane (0.036 g, 0.15 eq). Add 4,4,5,5-tetramethyl-2-vinyl-1,3,2-dioxaborolane (0.22 mL, 2.05 eq) and degas for 10 minutes. Add bis(dibenzylideneacetone)palladium(0) (0.03 g, 0.06 eq) and reflux at 150° C. for 1 hour. Filter throu... Reactants: COCC1(OP(=O)(O)O)CCN(c2c(F)cc(N3CC(CNC(C)=O)OC3=O)cc2F)CC1, [Mg+2], [OH-], [OH-], O. The product is COCC1(OP(=O)(O)O)CCN(c2c(F)cc(N3CC(CNC(C)=O)OC3=O)cc2F)CC1, [Mg]. RXN SMILES: [C:1]([CH3:2])(=[O:3])[NH:4][CH2:5][CH:6]1[CH2:7][N:8]([c:12]2[cH:13][c:14]([F:33])[c:15]([N:19]3[CH2:20][CH2:21][C:22]([CH2:25][O:26][CH3:27])([O:28][P:29]([OH:30])([OH:31])=[O:32])[CH2:23][CH2:24]3)[c:16]([F:18])[cH:17]2)[C:9](=[O:11])[O:10]1.[Mg+2:35].[OH-:34].[OH-:36].[OH2:37]>>[C:1]([CH3:2])(=[O:3])[NH:4][CH2:5][CH:6]1[CH2:7][N:8]([c:12]2[cH:13][c:14]([F:33])[c:15]([N:19]3[CH2:20][CH2:21][C:22]([CH2:25][O:26][CH3:27])([O:28][P:29](=[O:30])([OH:31])[OH:32])[CH2:23][CH2:24]3)[c:16]([F:18])[cH:17]2)[C:9](=[O:11])[O:10]1.[Mg:35].